From a dataset of the Open Reaction Database (ORD), a public repository of structured organic reaction records. describe an organic reaction: reactants, conditions, products, and yield Starting materials: C(C)(=O)OCC.CCCCCC (ethyl acetate skellysolve B), C1(=CC=CC=C1)CN1CCC(CC1)N (phenylmethyl 4-aminopiperidine). Product: C1(=CC=CC=C1)CN1CCC(CC1)N1C(C2=CC=CC=C2C1)=O (2[-1-(phenylmethyl)-4-piperidinyl]-2,3-dihydro-lH-isoindol-1-one). RXN SMILES: [C:1]1([CH2:7][N:8]2[CH2:13][CH2:12][CH:11]([NH2:14])[CH2:10][CH2:9]2)[CH:6]=[CH:5][CH:4]=[CH:3][CH:2]=1.C([O:18][CH2:19][CH3:20])(=O)C.[CH3:21][CH2:22][CH2:23][CH2:24][CH2:25][CH3:26]>>[C:1]1([CH2:7][N:8]2[CH2:13][CH2:12][CH:11]([N:14]3[CH2:26][C:25]4[C:20](=[CH:21][CH:22]=[CH:23][CH:24]=4)[C:19]3=[O:18])[CH2:10][CH2:9]2)[CH:2]=[CH:3][CH:4]=[CH:5][CH:6]=1 |f:1.2|. Procedure: Following the procedure outlined in Example 6 and substituting commercially available 1 phenylmethyl 4-aminopiperidine (2.29 g), 0.60 g of product was isolated as a white crystalline solid from ethyl acetate/skellysolve B: mp 116-118° C. Anal. calcd for C20H22N2O 0.25 H20: C, 77.26; H, 7.29; N, 9.01. Found: C, 77.65; H, 7.38; N, 9.08. Starting materials: Cc1cc(SCc2nn(-c3ccc(C(F)(F)F)cc3)nc2C)ccc1OCC(=O)O, ClCCl, O=C(OO)c1cccc(Cl)c1. Yields the product Cc1cc(S(=O)Cc2nn(-c3ccc(C(F)(F)F)cc3)nc2C)ccc1OCC(=O)O. RXN SMILES: [CH3:1][c:2]1[c:3]([O:4][CH2:5][C:6](=[O:7])[OH:8])[cH:9][cH:10][c:11]([S:13][CH2:14][c:15]2[n:16][n:17](-[c:21]3[cH:22][cH:23][c:24]([C:27]([F:28])([F:29])[F:30])[cH:25][cH:26]3)[n:18][c:19]2[CH3:20])[cH:12]1.[Cl:42][CH2:43][Cl:44].[OH:31][O:32][C:33]([c:34]1[cH:35][c:36]([Cl:37])[cH:38][cH:39][cH:40]1)=[O:41]>>[CH3:1][c:2]1[c:3]([O:4][CH2:5][C:6](=[O:7])[OH:8])[cH:9][cH:10][c:11]([S:13]([CH2:14][c:15]2[n:16][n:17](-[c:21]3[cH:22][cH:23][c:24]([C:27]([F:28])([F:29])[F:30])[cH:25][cH:26]3)[n:18][c:19]2[CH3:20])=[O:31])[cH:12]1. Starting materials: FC(C(=O)O)(F)F (trifluoroacetic acid), C(C)(C)(C)OC(N(C)CCC(CC1CCCCC1)OC1=CC=CC=2SC=CC21)=O ([3-(benzo[b]thiophen-4-yloxy)-4-cyclohexyl-butyl]-methyl-carbamic acid tert-butyl ester), C([O-])(O)=O.[Na+] (sodium bicarbonate). Run in ClCCl (dichloromethane). Reaction conditions: temperature 0 celsius, time 5 minute. Product: S1C2=C(C=C1)C(=CC=C2)OC(CCNC)CC2CCCCC2 ([3-(Benzo[b]thiophen-4-yloxy)-4-cyclohexyl-butyl]-methyl-amine). The yield is 44.7%. Reaction SMILES: FC(F)(F)C(O)=O.C(O[C:13](=O)[N:14]([CH2:16][CH2:17][CH:18]([O:26][C:27]1[C:35]2[CH:34]=[CH:33][S:32][C:31]=2[CH:30]=[CH:29][CH:28]=1)[CH2:19][CH:20]1[CH2:25][CH2:24][CH2:23][CH2:22][CH2:21]1)C)(C)(C)C.C(=O)(O)[O-].[Na+]>ClCCl>[S:32]1[CH:33]=[CH:34][C:35]2[C:27]([O:26][CH:18]([CH2:19][CH:20]3[CH2:21][CH2:22][CH2:23][CH2:24][CH2:25]3)[CH2:17][CH2:16][NH:14][CH3:13])=[CH:28][CH:29]=[CH:30][C:31]1=2 |f:2.3|. Reported procedure: Add trifluoroacetic acid (5.5 ml, 71 mmol) to a stirred solution of [3-(benzo[b]thiophen-4-yloxy)-4-cyclohexyl-butyl]-methyl-carbamic acid tert-butyl ester (1.49 g, 3.6 mmol) and dichloromethane (80 ml) at 0° C. under N2. Stir for 5 minutes at 0° C. and allow the reaction to reach room temperature. Stir for 90 minutes, add sodium bicarbonate. Partition between sodium bicarbonate and dichloromethane, wash the combined dichloromethane layers with brine, dry over sodium sulfate. Filter and concentr... Starting materials: C12C(C3CC(CC(C1)C3)C2)C2=C(C=C(C=C2)I)O (2-adamantyl-5-iodophenol), COS(=O)(=O)OC (dimethylsulfate), C([O-])([O-])=O.[K+].[K+] (potassium carbonate), IC=1C=C(C=CC1)O (3-Iodophenol), C12(CC3CC(CC(C1)C3)C2)O (1-adamantanol), S(O)(O)(=O)=O (sulfuric acid). Solvent: CC(=O)C (acetone), C(Cl)Cl (methylene chloride). Product: C12C(C3CC(CC(C1)C3)C2)C2=C(C=C(C=C2)I)OC (2-adamantyl-5-iodoanisole). Isolated yield 81.0%. As a reaction SMILES: I[C:2]1C=C(O)C=CC=1.C12(O)CC3CC(CC(C3)C1)C2.S(=O)(=O)(O)O.[CH:25]12[CH2:34][CH:29]3[CH2:30][CH:31]([CH2:33][CH:27]([CH2:28]3)[CH:26]1[C:35]1[CH:40]=[CH:39][C:38]([I:41])=[CH:37][C:36]=1[OH:42])[CH2:32]2.COS(OC)(=O)=O.C(=O)([O-])[O-].[K+].[K+]>C(Cl)Cl.CC(C)=O>[CH:27]12[CH2:28][CH:29]3[CH2:30][CH:31]([CH2:32][CH:25]([CH2:34]3)[CH:26]1[C:35]1[CH:40]=[CH:39][C:38]([I:41])=[CH:37][C:36]=1[O:42][CH3:2])[CH2:33]2 |f:5.6.7|. Reported procedure: For 4-(1-Adamantyl)-3-methoxybenzaldehyde (3c): scale=3.51 mmol, yield=43%: The precursor aryl halide, 2-adamantyl-5-iodoanisole, was obtained in two steps from 3-iodophenol via the following procedure. 3-Iodophenol was treated with 1-adamantanol and sulfuric acid in methylene chloride following the general procedure of Shreet et al. U.S. Pat. No. 4,717,720, January 1988. This gave, without recrystallization, pure 2-adamantyl-5-iodophenol: scale=114 mmol, yield=91%; mp 142°-44° C.; 1H NMR (300 M... Starting materials: NC1=CC=C(C=C1)C(=O)N(CCC(=O)OCC)C (ethyl 3-{[(4-aminophenyl)carbonyl](methyl)amino}propanoate), ClC(C1=C(OC2=C1C=CC(=C2)OC)C)C2CCCCC2 (3-[chloro(cyclohexyl)methyl]-6-methoxy-2-methyl-1-benzofuran), [Cl-].[NH4+] (ammonium chloride), [I-].[Na+] (sodium iodide), C([O-])([O-])=O.[Na+].[Na+] (sodium carbonate). Run in CN(C=O)C (N,N-dimethylformamide). Reaction conditions: temperature 80 celsius, time 8 hour. The product is C1(CCCCC1)C(C1=C(OC2=C1C=CC(=C2)OC)C)NC2=CC=C(C=C2)C(=O)N(CCC(=O)OCC)C (ethyl 3-{[(4-{[cyclohexyl(6-methoxy-2-methyl-1-benzofuran-3-yl)methyl]amino}phenyl)carbonyl](methyl)amino}propanoate). The yield is 85.2%. RXN SMILES: Cl[CH:2]([CH:15]1[CH2:20][CH2:19][CH2:18][CH2:17][CH2:16]1)[C:3]1[C:7]2[CH:8]=[CH:9][C:10]([O:12][CH3:13])=[CH:11][C:6]=2[O:5][C:4]=1[CH3:14].[NH2:21][C:22]1[CH:27]=[CH:26][C:25]([C:28]([N:30]([CH3:38])[CH2:31][CH2:32][C:33]([O:35][CH2:36][CH3:37])=[O:34])=[O:29])=[CH:24][CH:23]=1.[I-].[Na+].C(=O)([O-])[O-].[Na+].[Na+].[Cl-].[NH4+]>CN(C)C=O>[CH:15]1([CH:2]([NH:21][C:22]2[CH:23]=[CH:24][C:25]([C:28]([N:30]([CH3:38])[CH2:31][CH2:32][C:33]([O:35][CH2:36][CH3:37])=[O:34])=[O:29])=[CH:26][CH:27]=2)[C:3]2[C:7]3[CH:8]=[CH:9][C:10]([O:12][CH3:13])=[CH:11][C:6]=3[O:5][C:4]=2[CH3:14])[CH2:20][CH2:19][CH2:18][CH2:17][CH2:16]1 |f:2.3,4.5.6,7.8|. Reported procedure: To a mixture of 3-[chloro(cyclohexyl)methyl]-6-methoxy-2-methyl-1-benzofuran (530 mg) synthesized above, ethyl 3-{[(4-aminophenyl)carbonyl](methyl)amino}propanoate (498 mg) synthesized in Example 2(2) and N,N-dimethylformamide (10 mL) were added sodium iodide (408 mg) and sodium carbonate (288 mg), and the mixture was stirred at 80° C. overnight. Saturated aqueous ammonium chloride solution was added to quench the reaction, and the mixture was extracted with ethyl acetate. The extract was washed... Starting materials: [N+](=O)([O-])C1=CC=C(C(=O)Cl)C=C1 (4-nitrobenzoyl chloride), orange solid, C1(=CC=CC=C1)N1CC(CC1)N (1-phenyl-3-aminopyrrolidine), C([O-])([O-])=O.[K+].[K+] (potassium carbonate). Solvent: C(Cl)(Cl)Cl (chloroform), C(Cl)(Cl)Cl (chloroform), O (water). Conditions: time 30 minute. Product: C1(=CC=CC=C1)N1CC(CC1)NC(C1=CC=C(C=C1)[N+](=O)[O-])=O (1-phenyl-3-(4-nitrobenzamido)pyrrolidine). RXN SMILES: [N+:1]([C:4]1[CH:12]=[CH:11][C:7]([C:8](Cl)=[O:9])=[CH:6][CH:5]=1)([O-:3])=[O:2].[C:13]1([N:19]2[CH2:23][CH2:22][CH:21]([NH2:24])[CH2:20]2)[CH:18]=[CH:17][CH:16]=[CH:15][CH:14]=1.C(=O)([O-])[O-].[K+].[K+]>C(Cl)(Cl)Cl.O>[C:13]1([N:19]2[CH2:23][CH2:22][CH:21]([NH:24][C:8](=[O:9])[C:7]3[CH:11]=[CH:12][C:4]([N+:1]([O-:3])=[O:2])=[CH:5][CH:6]=3)[CH2:20]2)[CH:18]=[CH:17][CH:16]=[CH:15][CH:14]=1 |f:2.3.4|. Procedure details: A solution of 6.9 g (0.037 mole) of 4-nitrobenzoyl chloride in 30 ml. of chloroform was added dropwise at room temperature to a stirred mixture of 6 g. (0.037 mole) of 1-phenyl-3-aminopyrrolidine and 10 g. of potassium carbonate in 30 ml. of water and 30 ml. of chloroform. The mixture was stirred 30 minutes, the chloroform layer separated, dried over magnesium sulfate and evaporated. Recrystallization of the crude solid residue from alcohol-water gave 10.6 g. (92%) of an orange solid which melte... Starting materials: CC(C)(C)c1ccc(CN)cc1, Cn1ncc2c(N)cccc21, Cc1ccccc1, CC(C)NC(C)C, O=C(Cl)Cl. Product: Cn1ncc2c(NC(=O)NCc3ccc(C(C)(C)C)cc3)cccc21. As a reaction SMILES: [C:1]([CH3:2])([CH3:3])([CH3:4])[c:5]1[cH:6][cH:7][c:8]([CH2:9][NH2:10])[cH:11][cH:12]1.[CH3:24][n:25]1[n:26][cH:27][c:28]2[c:29]([NH2:34])[cH:30][cH:31][cH:32][c:33]12.[CH3:35][c:36]1[cH:37][cH:38][cH:39][cH:40][cH:41]1.[CH:17]([NH:18][CH:19]([CH3:20])[CH3:21])([CH3:22])[CH3:23].[Cl:13][C:14]([Cl:15])=[O:16]>>[C:1]([CH3:2])([CH3:3])([CH3:4])[c:5]1[cH:6][cH:7][c:8]([CH2:9][NH:10][C:14](=[O:16])[NH:34][c:29]2[c:28]3[cH:27][n:26][n:25]([CH3:24])[c:33]3[cH:32][cH:31][cH:30]2)[cH:11][cH:12]1. Reactants: ClC1=CC=C(C=C1)C1C(CC1)=O (2-(4-chlorophenyl)cyclobutanone), Cl.NO (hydroxylamine hydrochloride), [OH-].[Na+] (NaOH). The solvent is CCO (EtOH). Yields the product ClC1=CC=C(C=C1)C1C(CC1)=NO (2-(4-chlorophenyl)cyclobutanone oxime). Reaction SMILES: [Cl:1][C:2]1[CH:7]=[CH:6][C:5]([CH:8]2[CH2:11][CH2:10][C:9]2=O)=[CH:4][CH:3]=1.Cl.[NH2:14][OH:15].[OH-].[Na+]>CCO>[Cl:1][C:2]1[CH:7]=[CH:6][C:5]([CH:8]2[CH2:11][CH2:10][C:9]2=[N:14][OH:15])=[CH:4][CH:3]=1 |f:1.2,3.4|. Procedure: A solution of 2-(4-chlorophenyl)cyclobutanone (1.122 g, 6.09 mmol), hydroxylamine hydrochloride (3.541 g. 8.2 eq.) and 36 ml of 5% NaOH in 30 ml EtOH was heated at reflux for 2 h. The solution was cooled, adjusted to pH 6, and extracted with CHCl3. The organic extract was washed with brine and dried. Filtration and concentration yielded 2-(4-chlorophenyl)cyclobutanone oxime as an oil. 1 g (84%) The reactants are CC(=O)N1CCC(CNc2nc3ccccc3s2)CC1, CN(C)C=O, [H-], CI, [Na+], O. The product is CC(=O)N1CCC(CN(C)c2nc3ccccc3s2)CC1. As a reaction SMILES: [C:1]([CH3:2])(=[O:3])[N:4]1[CH2:5][CH2:6][CH:7]([CH2:10][NH:11][c:12]2[s:13][c:14]3[c:15]([n:16]2)[cH:17][cH:18][cH:19][cH:20]3)[CH2:8][CH2:9]1.[CH3:23][N:24]([CH3:25])[CH:26]=[O:27].[H-:21].[I:28][CH3:29].[Na+:22].[OH2:30]>>[C:1]([CH3:2])(=[O:3])[N:4]1[CH2:5][CH2:6][CH:7]([CH2:10][N:11]([c:12]2[s:13][c:14]3[c:15]([n:16]2)[cH:17][cH:18][cH:19][cH:20]3)[CH3:23])[CH2:8][CH2:9]1.